The task is: describe an organic reaction: reactants, conditions, products, and yield. This data is from the Open Reaction Database (ORD), a public repository of structured organic reaction records. Reactants: C(C)(=O)OC1=CC=C(C=C1)C(C1=C(C(=O)O)C=CC=C1)C1=CC=C(C=C1)OC(C)=O (2-[bis(4-acetoxyphenyl)methyl]benzoic acid), S(=O)(Cl)Cl (thionyl chloride). Run in C(Cl)Cl (methylene chloride). Conditions: time 2 hour. Yields the product C(C)(=O)OC1=CC=C(C=C1)C(C1=C(C(=O)Cl)C=CC=C1)C1=CC=C(C=C1)OC(C)=O (2-[Bis(4-acetoxyphenyl)methyl]benzoyl chloride). As a reaction SMILES: [C:1]([O:4][C:5]1[CH:10]=[CH:9][C:8]([CH:11]([C:21]2[CH:26]=[CH:25][C:24]([O:27][C:28](=[O:30])[CH3:29])=[CH:23][CH:22]=2)[C:12]2[CH:20]=[CH:19][CH:18]=[CH:17][C:13]=2[C:14](O)=[O:15])=[CH:7][CH:6]=1)(=[O:3])[CH3:2].S(Cl)([Cl:33])=O>C(Cl)Cl>[C:1]([O:4][C:5]1[CH:10]=[CH:9][C:8]([CH:11]([C:21]2[CH:26]=[CH:25][C:24]([O:27][C:28](=[O:30])[CH3:29])=[CH:23][CH:22]=2)[C:12]2[CH:20]=[CH:19][CH:18]=[CH:17][C:13]=2[C:14]([Cl:33])=[O:15])=[CH:7][CH:6]=1)(=[O:3])[CH3:2]. Reported procedure: In 50 ml of methylene chloride was dissolved 7 g of 2-[bis(4-acetoxyphenyl)methyl]benzoic acid obtained by Reference Example 1, and then 10 ml of thionyl chloride was added dropwise to the solution at room temperature. The reaction mixture was stirred for 2 hours, and the reaction mixture was concentrated under reduced pressure to afford 11.33 g of the desired compound as an oily matter. The reactants are CC(=O)OCCC1CC(=O)N1[Si](C)(C)C(C)(C)C, C[O-], CO, [Na+]. Yields the product CC(C)(C)[Si](C)(C)N1C(=O)CC1CCO. Reaction SMILES: [C:1]([CH3:2])([CH3:3])([CH3:4])[Si:5]([N:6]1[C:7](=[O:16])[CH2:8][CH:9]1[CH2:10][CH2:11][O:12][C:13](=[O:14])[CH3:15])([CH3:17])[CH3:18].[CH3:19][O-:20].[CH3:22][OH:23].[Na+:21]>>[C:1]([CH3:2])([CH3:3])([CH3:4])[Si:5]([N:6]1[C:7](=[O:16])[CH2:8][CH:9]1[CH2:10][CH2:11][OH:12])([CH3:17])[CH3:18]. Starting materials: C(C)C1=C2C(=C(C=C(C2=CC=C1)/C=C/C(=O)OCC)OC)OCOC (ethyl (E)-3-(5-ethyl-3-methoxy-4-methoxymethoxy-1-naphthyl)propenoate), Cl (hydrochloric acid), O (Water). Run in C(C)O (ethanol). Reaction conditions: time 2 hour. Product: C(C)C1=C2C(=C(C=C(C2=CC=C1)/C=C/C(=O)OCC)OC)O (Ethyl (E)-3-(5-ethyl-4-hydroxy-3-methoxy-1-naphthyl)propenoate). Yield: 67.0%. RXN SMILES: [CH2:1]([C:3]1[CH:12]=[CH:11][CH:10]=[C:9]2[C:4]=1[C:5]([O:22]COC)=[C:6]([O:20][CH3:21])[CH:7]=[C:8]2/[CH:13]=[CH:14]/[C:15]([O:17][CH2:18][CH3:19])=[O:16])[CH3:2].Cl.O>C(O)C>[CH2:1]([C:3]1[CH:12]=[CH:11][CH:10]=[C:9]2[C:4]=1[C:5]([OH:22])=[C:6]([O:20][CH3:21])[CH:7]=[C:8]2/[CH:13]=[CH:14]/[C:15]([O:17][CH2:18][CH3:19])=[O:16])[CH3:2]. Procedure details: To a solution of 1.3 g of ethyl (E)-3-(5-ethyl-3-methoxy-4-methoxymethoxy-1-naphthyl)propenoate in ethanol (10 ml) was added 1 ml of concentrated hydrochloric acid and stirred at room temperature for 2 hours. Water was added to the reaction mixture and extracted with ethyl acetate. The organic layer was washed with water and brine and dried over anhydrous magnesium sulfate. After evaporation, hexane was added for crystallization to obtain 0.76 g of the titled compound as pale yellow crystals. Starting materials: C(C)(C)C1C(C(C2=CC(=CC=C12)C)(C)C)C (1-isopropyl-2,3,3,5-tetramethylindane), [Cl-].[Al+3].[Cl-].[Cl-] (aluminum chloride), C(C(C)C)(=O)Cl (isobutyroyl chloride), C1(=CC=CC=C1)C (toluene). The solvent is [N+](=O)([O-])C (nitromethane), [N+](=O)([O-])C (nitromethane). Reaction conditions: temperature 10 celsius, time 1 hour. The product is C(C)(C)C(=O)C1=CC=C(C=C1)C (p-tolyl isopropyl ketone). RXN SMILES: [CH:1]([CH:4]1[C:12]2[C:7](=[CH:8][C:9]([CH3:13])=[CH:10][CH:11]=2)C(C)(C)C1C)([CH3:3])[CH3:2].[Cl-].[Al+3].[Cl-].[Cl-].C(Cl)(=[O:25])C(C)C.C1(C)C=CC=CC=1>[N+](C)([O-])=O>[CH:1]([C:4]([C:12]1[CH:7]=[CH:8][C:9]([CH3:13])=[CH:10][CH:11]=1)=[O:25])([CH3:3])[CH3:2] |f:1.2.3.4|. Procedure details: To prepare 1-isopropyl-2,3,3,5-tetramethylindane, the procedures of Traas et al., U.S. Pat. No. 4,352,748 are substantially followed. Specifically, a solution of aluminum chloride (75 g) in nitromethane (50 ml) is added to a mixture of isobutyroyl chloride (49 g), nitromethane (50 ml) and toluene (100 ml), and stirred for one hour at about 10° C. The reaction mixture is poured over ice and extracted with ether. The ether solution is washed to neutrality, dried and evaporated. The residue is dist... Reactants: COC=1C=CC=CC1OCC(CO)O (glyceryl guaiacolate), N1=CC=CC=C1 (pyridine), C(C)NS(=O)(=O)Cl (ethysulfamoyl chloride), Cl (hydrochloric acid). The solvent is C(Cl)Cl (methylene chloride), C(Cl)Cl (methylene chloride). Yields the product COC1=C(OCCCOS(NCC)(=O)=O)C=CC=C1 (Ethylsulfamic acid 3-(2-methoxyphenoxy)propyl ester). The yield is 69.8%. Reaction SMILES: [CH3:1][O:2][C:3]1[CH:4]=[CH:5][CH:6]=[CH:7][C:8]=1[O:9][CH2:10][CH:11](O)[CH2:12][OH:13].N1C=CC=CC=1.[CH2:21]([NH:23][S:24](Cl)(=[O:26])=[O:25])[CH3:22].Cl>C(Cl)Cl>[CH3:1][O:2][C:3]1[CH:4]=[CH:5][CH:6]=[CH:7][C:8]=1[O:9][CH2:10][CH2:11][CH2:12][O:13][S:24](=[O:26])(=[O:25])[NH:23][CH2:21][CH3:22]. Reported procedure: A solution of 19.8 g (0.1 mole) of glyceryl guaiacolate in 100 ml of methylene chloride and 21.6 ml (0.26 mole) of pyridine was added in a thin stream to a stirred solution of 37.3 g (0.26 mole) of ethysulfamoyl chloride (prepared using procedure of Example 2, pt. a) in 150 ml of methylene chloride, and the reaction mixture was stirred at ambient temperature overnight. The reaction mixture was treated with 150 ml of 2N hydrochloric acid solution, and the layers were separated. The organic layer ... Starting materials: C(CCCO)O (1,4-butanediol), 332g, CC12C(=O)OC(C1CCC=C2)=O (methyltetrahydrophthalic anhydride). Run at time 2 hour. Yields the product C(CCCO)O.CC1(C(=O)O)C(C(=O)O)CCC=C1 (methyltetrahydrophthalic acid 1,4-butanediol), 259.3. As a reaction SMILES: [CH2:1]([OH:6])[CH2:2][CH2:3][CH2:4][OH:5].[CH3:7][C:8]12[CH:17]=[CH:16][CH2:15][CH2:14][CH:13]1[C:12](=[O:18])[O:11][C:9]2=[O:10]>>[CH2:1]([OH:6])[CH2:2][CH2:3][CH2:4][OH:5].[CH3:7][C:8]1([CH:17]=[CH:16][CH2:15][CH2:14][CH:13]1[C:12]([OH:11])=[O:18])[C:9]([OH:5])=[O:10] |f:2.3|. Procedure details: A 1-liter separable flask fitted with a stirrer, thermometer and condenser provided with a calcium chloride desiccator was charged with 90.1g (1 mol) of 1,4-butanediol and 332g (2 mols) of methyltetrahydrophthalic anhydride. Reaction was conducted 2 hours at 160° to 180° C, providing 420g of 2:1 adduct of methyltetrahydrophthalic acid 1,4-butanediol having an acid value of 259.3. Starting materials: NC=1SC(=C(C1C#N)C1=CC(=CC=C1)OC)C (2-amino-5-methyl-4-[3-(methyloxy)phenyl]-3-thiophene carbonitrile), C(CC(=O)OC)(=O)OC (dimethyl malonate), Cl[Sn](Cl)(Cl)Cl (SnCl4). Run in C1(=CC=CC=C1)C (toluene). Yields the product NC=1C2=C(NC(C1C(=O)OC)=O)SC(=C2C2=CC(=CC=C2)OC)C (Methyl 4-amino-2-methyl-3-[3-(methyloxy)phenyl]-6-oxo-6,7-dihydrothieno[2,3-b]pyridine-5-carboxylate). The yield is 41.0%. RXN SMILES: [NH2:1][C:2]1[S:3][C:4]([CH3:17])=[C:5]([C:9]2[CH:14]=[CH:13][CH:12]=[C:11]([O:15][CH3:16])[CH:10]=2)[C:6]=1[C:7]#[N:8].[C:18](OC)(=[O:24])[CH2:19][C:20]([O:22][CH3:23])=[O:21].Cl[Sn](Cl)(Cl)Cl>C1(C)C=CC=CC=1>[NH2:8][C:7]1[C:6]2[C:5]([C:9]3[CH:14]=[CH:13][CH:12]=[C:11]([O:15][CH3:16])[CH:10]=3)=[C:4]([CH3:17])[S:3][C:2]=2[NH:1][C:18](=[O:24])[C:19]=1[C:20]([O:22][CH3:23])=[O:21]. Procedure: To a solution of 2-amino-5-methyl-4-[3-(methyloxy)phenyl]-3-thiophene carbonitrile (Description 3) (2.80 g, 11.46 mmol) in toluene (75 mL) was added dimethyl malonate (1.31 mL, 11.46 mmol) and SnCl4 (2.68 mL, 22.92 mmol). The reaction mixture was then refluxed under nitrogen for ca. 2 h. The reaction mixture was then cooled to RT and concentrated in vacuo. The residue was partitioned between water and ethyl acetate (ca. 150 mL each) and the organic layer separated and washed with water (ca. 100 ...